From a dataset of the Open Reaction Database (ORD), a public repository of structured organic reaction records. describe an organic reaction: reactants, conditions, products, and yield Starting materials: LiAl(O-t-Bu)3H, [Si](C)(C)(C(C)(C)C)O[C@H]([C@H](CCCCC([C@H](C)[C@H]1OC(OC[C@@H]1C)C1=CC=C(C=C1)OC)=O)C)[C@H](\C=C/[C@H](C[C@@H]([C@@H](\C=C\COC(C1=CC=CC=C1)(C1=CC=CC=C1)C1=CC=CC=C1)C)O[Si](C)(C)C(C)(C)C)O[Si](C)(C)C(C)(C)C)C ((2R,8S,9R,10S,11Z,13S,15S,16R,17E)-9,13,15-tris(tert-Butyldimethylsilyloxy)-2-((4S,5S)-2-(4-methoxyphenyl)-5-methyl-1,3-dioxan-4-yl)-8,10,16-trimethyl-19-trityloxynonadeca-11,17-dien-3-one). Solvent: C1CCOC1 (THF). Conditions: time 30 minute. The product is [Si](C)(C)(C(C)(C)C)O[C@H]([C@H](CCCC[C@H]([C@H](C)[C@H]1OC(OC[C@@H]1C)C1=CC=C(C=C1)OC)O)C)[C@H](\C=C/[C@H](C[C@@H]([C@@H](\C=C\COC(C1=CC=CC=C1)(C1=CC=CC=C1)C1=CC=CC=C1)C)O[Si](C)(C)C(C)(C)C)O[Si](C)(C)C(C)(C)C)C ((2S,3R,8S,9R,10S,11Z,13S,15S,16R,17E)-9,13,15-tris(tert-Butyldimethylsilyloxy)-2-((4S,5S)-2-(4-methoxyphenyl)-5-methyl-1,3-dioxan-4-yl)-8,10,16-trimethyl-19-(trityloxy)nonadeca-11,17-dien-3-ol). Yield: 94.9%. As a reaction SMILES: [Si:1]([O:8][C@@H:9]([C@@H:35]([CH3:82])/[CH:36]=[CH:37]\[C@@H:38]([O:74][Si:75]([C:78]([CH3:81])([CH3:80])[CH3:79])([CH3:77])[CH3:76])[CH2:39][C@H:40]([O:66][Si:67]([C:70]([CH3:73])([CH3:72])[CH3:71])([CH3:69])[CH3:68])[C@H:41]([CH3:65])/[CH:42]=[CH:43]/[CH2:44][O:45][C:46]([C:59]1[CH:64]=[CH:63][CH:62]=[CH:61][CH:60]=1)([C:53]1[CH:58]=[CH:57][CH:56]=[CH:55][CH:54]=1)[C:47]1[CH:52]=[CH:51][CH:50]=[CH:49][CH:48]=1)[C@@H:10]([CH3:34])[CH2:11][CH2:12][CH2:13][CH2:14][C:15](=[O:33])[C@@H:16]([C@@H:18]1[C@@H:23]([CH3:24])[CH2:22][O:21][CH:20]([C:25]2[CH:30]=[CH:29][C:28]([O:31][CH3:32])=[CH:27][CH:26]=2)[O:19]1)[CH3:17])([C:4]([CH3:7])([CH3:6])[CH3:5])([CH3:3])[CH3:2]>C1COCC1>[Si:1]([O:8][C@@H:9]([C@@H:35]([CH3:82])/[CH:36]=[CH:37]\[C@@H:38]([O:74][Si:75]([C:78]([CH3:81])([CH3:80])[CH3:79])([CH3:77])[CH3:76])[CH2:39][C@H:40]([O:66][Si:67]([C:70]([CH3:73])([CH3:72])[CH3:71])([CH3:68])[CH3:69])[C@H:41]([CH3:65])/[CH:42]=[CH:43]/[CH2:44][O:45][C:46]([C:47]1[CH:52]=[CH:51][CH:50]=[CH:49][CH:48]=1)([C:59]1[CH:64]=[CH:63][CH:62]=[CH:61][CH:60]=1)[C:53]1[CH:54]=[CH:55][CH:56]=[CH:57][CH:58]=1)[C@@H:10]([CH3:34])[CH2:11][CH2:12][CH2:13][CH2:14][C@@H:15]([OH:33])[C@@H:16]([C@@H:18]1[C@@H:23]([CH3:24])[CH2:22][O:21][CH:20]([C:25]2[CH:30]=[CH:29][C:28]([O:31][CH3:32])=[CH:27][CH:26]=2)[O:19]1)[CH3:17])([C:4]([CH3:5])([CH3:6])[CH3:7])([CH3:2])[CH3:3]. Reported procedure: LiAl(O-t-Bu)3H (2.0 mL, 1.0 M solution in THF) was added to a solution of 70 (0.80 g, 0.68 mmol) in THF (7 mL). After 30 min of stirring at room temperature, the reaction was quenched with saturated aqueous NH4Cl (1 mL), stirring for 1 h, dried over MgSO4, filtered, concentrated in vacuo, and chromatographed (EtOAc/hexane 3:17) to provide the β isomer of 71 (0.76 g, 95%) as a colorless oil: IR (CHCl3) 3538, 2929, 2855, 1615, 1518, 1461, 1385, 1251, 1072, 835, 773, 734 cm−1; 1H NMR (300 MHz, CDCl... Starting materials: [Cl-].[NH4+] (ammonium chloride), COC(=O)C=1OC(=CC1)C=O (5-formyl-2-furancarboxylic acid methyl ester), solution, C[Mg]Br (methyl magnesium bromide). The solvent is O1CCCC1 (tetrahydrofuran), CCOCC (ether). Reaction conditions: time 1 hour. Product: COC(=O)C=1OC(=CC1)CO (5-(1-hydroxymethyl)-2-furan carboxylic acid methyl ester). Yield: 87.8%. Reaction SMILES: [CH3:1][O:2][C:3]([C:5]1[O:6][C:7]([CH:10]=[O:11])=[CH:8][CH:9]=1)=[O:4].C[Mg]Br.[Cl-].[NH4+]>O1CCCC1.CCOCC>[CH3:1][O:2][C:3]([C:5]1[O:6][C:7]([CH2:10][OH:11])=[CH:8][CH:9]=1)=[O:4] |f:2.3|. Procedure details: A solution of 5-formyl-2-furancarboxylic acid methyl ester in 65 ml of tetrahydrofuran was treated with 14 ml of a 3M solution of methyl magnesium bromide in ether at 0°-5° C. The reaction mixture was stirred at the same temperature for 1 hour, poured into a saturated solution of ammonium chloride and extracted with ether. The organic phase was washed with water, dried over anhydrous magnesium sulfate and concentrated giving 6.3 g (87.8%) of 5-(1-hydroxymethyl)-2-furan carboxylic acid methyl est... Reactants: CC1=C(N)C=CC=C1 (2-methylaniline), C(C)(=O)O[BH-](OC(C)=O)OC(C)=O.[Na+] (sodium triacetoxyborohydride), C(C)(C)(C)OC(NC(C=O)(C)C)=O ((1,1-dimethyl-2-oxoethyl)carbamic acid t-butyl ester), C(C)(=O)O (acetic acid), Example 3, C([O-])(O)=O.[Na+] (sodium bicarbonate). Solvent: C(Cl)Cl (methylene chloride). Run at time 16 hour. Product: C(C)(C)(C)OC(NC(CNC1=C(C=CC=C1)C)(C)C)=O ([1,1-Dimethyl-2-(2-methylphenylamino)ethyl]carbamic acid t-butyl ester). Yield: 87.4%. RXN SMILES: C(O[BH-](OC(=O)C)OC(=O)C)(=O)C.[Na+].[C:15]([O:19][C:20](=[O:27])[NH:21][C:22]([CH3:26])([CH3:25])[CH:23]=O)([CH3:18])([CH3:17])[CH3:16].[CH3:28][C:29]1[CH:35]=[CH:34][CH:33]=[CH:32][C:30]=1[NH2:31].C(O)(=O)C.C(=O)(O)[O-].[Na+]>C(Cl)Cl>[C:15]([O:19][C:20](=[O:27])[NH:21][C:22]([CH3:26])([CH3:25])[CH2:23][NH:31][C:30]1[CH:32]=[CH:33][CH:34]=[CH:35][C:29]=1[CH3:28])([CH3:18])([CH3:17])[CH3:16] |f:0.1,5.6|. Reported procedure: 2.5 g of sodium triacetoxyborohydride (12.0 mmol) was added to a solution of 1.87 g of (1,1-dimethyl-2-oxoethyl)carbamic acid t-butyl ester obtained in Reference Example 3 (10.0 mmol), 10.7 g of 2-methylaniline (10.0 mmol) and 0.57 ml of acetic acid (10.0 mmol) in methylene chloride (100 ml) under ice-cooling, and the mixture was stirred at room temperature for 16 hours. A saturated sodium bicarbonate aqueous solution was added to the reaction mixture, followed by extraction with methylene chlor... Reactants: COc1cc(Cl)ccc1-c1cn(COCC[Si](C)(C)C)c2ncc(Br)c(Cl)c12, CN(C)C=O, CN(C)C(=O)c1cc(B2OC(C)(C)C(C)(C)O2)cnc1N, [Na+], [Na+], O=C([O-])[O-]. Product: COc1cc(Cl)ccc1-c1cn(COCC[Si](C)(C)C)c2ncc(-c3cnc(N)c(C(=O)N(C)C)c3)c(Cl)c12. Reaction SMILES: [Br:22][c:23]1[c:24]([Cl:49])[c:25]2[c:26]([n:27][cH:28]1)[n:29]([CH2:41][O:42][CH2:43][CH2:44][Si:45]([CH3:46])([CH3:47])[CH3:48])[cH:30][c:31]2-[c:32]1[c:33]([O:39][CH3:40])[cH:34][c:35]([Cl:38])[cH:36][cH:37]1.[CH3:56][N:57]([CH3:58])[CH:59]=[O:60].[NH2:1][c:2]1[c:3]([C:4](=[O:5])[N:6]([CH3:7])[CH3:8])[cH:9][c:10]([B:13]2[O:14][C:15]([CH3:16])([CH3:17])[C:18]([CH3:19])([CH3:20])[O:21]2)[cH:11][n:12]1.[Na+:50].[Na+:51].[O-:52][C:53](=[O:54])[O-:55]>>[NH2:1][c:2]1[c:3]([C:4](=[O:5])[N:6]([CH3:7])[CH3:8])[cH:9][c:10](-[c:23]2[c:24]([Cl:49])[c:25]3[c:26]([n:27][cH:28]2)[n:29]([CH2:41][O:42][CH2:43][CH2:44][Si:45]([CH3:46])([CH3:47])[CH3:48])[cH:30][c:31]3-[c:32]2[c:33]([O:39][CH3:40])[cH:34][c:35]([Cl:38])[cH:36][cH:37]2)[cH:11][n:12]1.